From a dataset of the Open Reaction Database (ORD), a public repository of structured organic reaction records. describe an organic reaction: reactants, conditions, products, and yield Reactants: C(C)(C)(C)C1=CC=CC=2C(COC21)(C)C (7-tert-butyl-2,3-dihydro-3,3-dimethylbenzofuran), [N+](=O)(O)[O-] (HNO3), EtOAc hexanes. Run in C(C)(=O)O (acetic acid). Conditions: temperature 22 celsius, time 4 hour. Product: C(C)(C)(C)C1=CC(=CC=2C(COC21)(C)C)[N+](=O)[O-] (7-tert-Butyl-2,3-dihydro-3,3-dimethyl-5-nitro-benzofuran). The yield is 18.5%. Reaction SMILES: [C:1]([C:5]1[C:13]2[O:12][CH2:11][C:10]([CH3:15])([CH3:14])[C:9]=2[CH:8]=[CH:7][CH:6]=1)([CH3:4])([CH3:3])[CH3:2].[N+:16]([O-])([OH:18])=[O:17]>C(O)(=O)C>[C:1]([C:5]1[C:13]2[O:12][CH2:11][C:10]([CH3:15])([CH3:14])[C:9]=2[CH:8]=[C:7]([N+:16]([O-:18])=[O:17])[CH:6]=1)([CH3:4])([CH3:2])[CH3:3]. Procedure: To a solution of 7-tert-butyl-2,3-dihydro-3,3-dimethylbenzofuran (10.0 g 49.0 mmol) in glacial acetic acid (80 mL) is added dropwise 70% HNO3 (4.0 mL, 5.7 g, 63.7 mmol). The reaction mixture darkens to a deep green color over the course of the addition. The reaction is monitored by TLC (2% EtOAc/hexanes), and is allowed to stir at 22° C. for 4 h. Then the reaction mixture is partitioned between Et2O (100 mL) and H2O (2×100 mL). The ethereal layer was washed with saturated aqueous Na2CO3 (50 mL),... Reactants: CC1(C)CC(=O)c2ccc(OS(=O)(=O)C(F)(F)F)cc21, OB(O)c1ccccc1. Product: CC1(C)CC(=O)c2ccc(-c3ccccc3)cc21. RXN SMILES: [CH3:1][C:2]1([CH3:20])[CH2:3][C:4](=[O:19])[c:5]2[cH:6][cH:7][c:8]([O:11][S:12]([C:13]([F:14])([F:15])[F:16])(=[O:17])=[O:18])[cH:9][c:10]21.[c:21]1([B:27]([OH:28])[OH:29])[cH:22][cH:23][cH:24][cH:25][cH:26]1>>[CH3:1][C:2]1([CH3:20])[CH2:3][C:4](=[O:19])[c:5]2[cH:6][cH:7][c:8](-[c:21]3[cH:22][cH:23][cH:24][cH:25][cH:26]3)[cH:9][c:10]21. The reactants are O=C([O-])[O-], CN(C)C=O, COc1ccc(Nc2nc(Cl)nc(NC3CCCCCC3)n2)cc1Cl, [K+], [K+], O, Oc1ccccc1I. Yields the product COc1ccc(Nc2nc(NC3CCCCCC3)nc(Oc3ccccc3I)n2)cc1Cl. As a reaction SMILES: [C:26](=[O:27])([O-:28])[O-:29].[CH3:40][N:41]([CH3:42])[CH:43]=[O:44].[Cl:1][c:2]1[n:3][c:4]([NH:18][CH:19]2[CH2:20][CH2:21][CH2:22][CH2:23][CH2:24][CH2:25]2)[n:5][c:6]([NH:8][c:9]2[cH:10][c:11]([Cl:17])[c:12]([O:15][CH3:16])[cH:13][cH:14]2)[n:7]1.[K+:30].[K+:31].[OH2:45].[OH:32][c:33]1[cH:34][cH:35][cH:36][cH:37][c:38]1[I:39]>>[c:2]1([O:32][c:33]2[cH:34][cH:35][cH:36][cH:37][c:38]2[I:39])[n:3][c:4]([NH:18][CH:19]2[CH2:20][CH2:21][CH2:22][CH2:23][CH2:24][CH2:25]2)[n:5][c:6]([NH:8][c:9]2[cH:10][c:11]([Cl:17])[c:12]([O:15][CH3:16])[cH:13][cH:14]2)[n:7]1. Yields the product CCCCOc1c(OC)cc(C(=O)NCC2(N(C)CC)CCCCC2)cc1OC. RXN SMILES: [CH2:13]([CH2:14][CH2:15][CH3:16])[O:17][c:18]1[c:19]([O:29][CH3:30])[cH:20][c:21]([C:22](=[O:23])[Cl:24])[cH:25][c:26]1[O:27][CH3:28].[CH2:1]([CH3:2])[N:3]([C:4]1([CH2:10][NH2:11])[CH2:5][CH2:6][CH2:7][CH2:8][CH2:9]1)[CH3:12]>>[CH2:1]([CH3:2])[N:3]([C:4]1([CH2:10][NH:11][C:22]([c:21]2[cH:20][c:19]([O:29][CH3:30])[c:18]([O:17][CH2:13][CH2:14][CH2:15][CH3:16])[c:26]([O:27][CH3:28])[cH:25]2)=[O:23])[CH2:5][CH2:6][CH2:7][CH2:8][CH2:9]1)[CH3:12]. Reactants: CCCCOc1c(OC)cc(C(=O)Cl)cc1OC, CCN(C)C1(CN)CCCCC1. The reactants are CCCCO, Cl, NCc1ccc(N)cc1, Clc1ncc(Br)c(Nc2ccccc2)n1. Product: NCc1ccc(Nc2ncc(Br)c(Nc3ccccc3)n2)cc1. Reaction SMILES: [CH2:26]([OH:27])[CH2:28][CH2:29][CH3:30].[ClH:10].[NH2:1][c:2]1[cH:3][cH:4][c:5]([CH2:6][NH2:7])[cH:8][cH:9]1.[NH:11]([c:12]1[cH:13][cH:14][cH:15][cH:16][cH:17]1)[c:18]1[n:19][c:20]([Cl:25])[n:21][cH:22][c:23]1[Br:24]>>[NH:1]([c:2]1[cH:3][cH:4][c:5]([CH2:6][NH2:7])[cH:8][cH:9]1)[c:20]1[n:19][c:18]([NH:11][c:12]2[cH:13][cH:14][cH:15][cH:16][cH:17]2)[c:23]([Br:24])[cH:22][n:21]1. Reactants: solution, [N+](=O)([O-])C1=C(C=CC=C1)C1CC(=NO1)C=1N=C(SC1)C1CCN(CC1)C(=O)OC(C)(C)C (tert-butyl 4-{4-[5-(2-nitrophenyl)-4,5-dihydro-1,2-oxazol-3-yl]-1,3-thiazol-2-yl}piperidine-1-carboxylate), Cl (hydrogen chloride). Solvent: O1CCOCC1 (1,4-dioxane), ClCCl (dichloromethane). Conditions: temperature 0 celsius. Product: [Cl-].[N+](=O)([O-])C1=C(C=CC=C1)C1CC(=NO1)C=1N=C(SC1)C1CC[NH2+]CC1 (4-{4-[5-(2-Nitrophenyl)-4,5-dihydro-1,2-oxazol-3-yl]-1,3-thiazol-2-yl}piperidinium chloride). RXN SMILES: [N+:1]([C:4]1[CH:9]=[CH:8][CH:7]=[CH:6][C:5]=1[CH:10]1[O:14][N:13]=[C:12]([C:15]2[N:16]=[C:17]([CH:20]3[CH2:25][CH2:24][N:23](C(OC(C)(C)C)=O)[CH2:22][CH2:21]3)[S:18][CH:19]=2)[CH2:11]1)([O-:3])=[O:2].[ClH:33]>ClCCl.O1CCOCC1>[Cl-:33].[N+:1]([C:4]1[CH:9]=[CH:8][CH:7]=[CH:6][C:5]=1[CH:10]1[O:14][N:13]=[C:12]([C:15]2[N:16]=[C:17]([CH:20]3[CH2:25][CH2:24][NH2+:23][CH2:22][CH2:21]3)[S:18][CH:19]=2)[CH2:11]1)([O-:3])=[O:2] |f:4.5|. Procedure details: To a solution of tert-butyl 4-{4-[5-(2-nitrophenyl)-4,5-dihydro-1,2-oxazol-3-yl]-1,3-thiazol-2-yl}piperidine-1-carboxylate (2.10 g) in dichloromethane was added dropwise, at 0° C., a 4 molar solution of hydrogen chloride (4.0 eq.) in 1,4-dioxane. The reaction mixture was stirred at 0° C. and then gradually warmed to room temperature. After stirring overnight, the solvent and excess hydrogen chloride were removed. This gave 4-{4-[5-(2-nitrophenyl)-4,5-dihydro-1,2-oxazol-3-yl]-1,3-thiazol-2-yl}pip...